Dataset: the Open Reaction Database (ORD), a public repository of structured organic reaction records. Task: describe an organic reaction: reactants, conditions, products, and yield Starting materials: ClC1=NC=NC2=CC=C(C=C12)I (4-chloro-6-iodo-quinazoline), [OH-].[NH4+] (ammonium hydroxide). Yields the product NC1=NC=NC2=CC=C(C=C12)I (4-Amino-6-iodo-quinazoline). As a reaction SMILES: Cl[C:2]1[C:11]2[C:6](=[CH:7][CH:8]=[C:9]([I:12])[CH:10]=2)[N:5]=[CH:4][N:3]=1.[OH-].[NH4+:14]>>[NH2:14][C:2]1[C:11]2[C:6](=[CH:7][CH:8]=[C:9]([I:12])[CH:10]=2)[N:5]=[CH:4][N:3]=1 |f:1.2|. Reported procedure: 500 mg of 4-chloro-6-iodo-quinazoline are treated with 30 ml of aqueous ammonium hydroxide solution and heated to reflux for 2 hours. After cooling the precipitated title compound is filtered and dried.